The task is: describe an organic reaction: reactants, conditions, products, and yield. This data is from the Open Reaction Database (ORD), a public repository of structured organic reaction records. Reactants: C(C)OC(=O)[C@@H]1[C@H](O1)C(=O)O ((2S,3S)-3-ethoxycarbonyloxirane-2-carboxylic acid), ON1C(CCC1=O)=O (N-hydroxysuccinimide), C1(CCCCC1)N=C=NC1CCCCC1 (N,N′-dicyclohexylcarbodiimide), N[C@H]([C@H](O)C1=CC=CC=C1)CC(C)C ((1R,2S)-2-amino-4-methyl-1-phenyl-1-pentanol). Run in C(C)(=O)OCC (ethyl acetate). Reaction conditions: temperature 5 celsius, time 1 hour. Product: O[C@H](C1=CC=CC=C1)[C@H](CC(C)C)NC(=O)[C@@H]1[C@H](O1)C(=O)OCC (Ethyl (2S,3S)-3-[[1-(S)-[α-(R)-hydroxybenzyl]-3-methylbutyl]carbamoyl]oxirane-2-carboxylate), product. The yield is 89.0%. As a reaction SMILES: [CH2:1]([O:3][C:4]([C@H:6]1[O:8][C@@H:7]1[C:9]([OH:11])=O)=[O:5])[CH3:2].ON1C(=O)CCC1=O.C1(N=C=NC2CCCCC2)CCCCC1.[NH2:35][C@@H:36]([CH2:45][CH:46]([CH3:48])[CH3:47])[C@@H:37]([C:39]1[CH:44]=[CH:43][CH:42]=[CH:41][CH:40]=1)[OH:38]>C(OCC)(=O)C>[OH:38][C@@H:37]([C@@H:36]([NH:35][C:9]([C@H:7]1[O:8][C@@H:6]1[C:4]([O:3][CH2:1][CH3:2])=[O:5])=[O:11])[CH2:45][CH:46]([CH3:47])[CH3:48])[C:39]1[CH:44]=[CH:43][CH:42]=[CH:41][CH:40]=1. Reported procedure: To a solution of (2S,3S)-3-ethoxycarbonyloxirane-2-carboxylic acid (696 mg, 4.78 mmol.) in ethyl acetate (15 mL) was added N-hydroxysuccinimide (550 mg, 4.78 mmol.) and then added N,N′-dicyclohexylcarbodiimide (986 mg, 4.78 mmol.) under chilling with ice. The resulting mixture was stirred at 5° C. for one hour, and to the mixture was added (1R,2S)-2-amino-4-methyl-1-phenyl-1-pentanol (1.01 g, 5.23 mmol.). The mixture was stirred overnight at room temperature for one hour. The resulting insoluble... The reactants are Cc1ccc(-c2cc(C(=O)O)cc3c2cnn3-c2ccccc2)nc1, Cc1cnc(CN)cn1, CCN=C=NCCCN(C)C, On1nnc2ccccc21. The product is Cc1ccc(-c2cc(C(=O)NCc3cnc(C)cn3)cc3c2cnn3-c2ccccc2)nc1. Reaction SMILES: [CH3:1][c:2]1[cH:3][cH:4][c:5](-[c:8]2[c:9]3[cH:10][n:11][n:12](-[c:20]4[cH:21][cH:22][cH:23][cH:24][cH:25]4)[c:13]3[cH:14][c:15]([C:17](=[O:18])[OH:19])[cH:16]2)[n:6][cH:7]1.[CH3:26][c:27]1[n:28][cH:29][c:30]([CH2:33][NH2:34])[n:31][cH:32]1.[CH3:35][CH2:36][N:37]=[C:38]=[N:39][CH2:40][CH2:41][CH2:42][N:43]([CH3:44])[CH3:45].[OH:46][n:47]1[c:48]2[c:49]([cH:50][cH:51][cH:52][cH:53]2)[n:54][n:55]1>>[CH3:1][c:2]1[cH:3][cH:4][c:5](-[c:8]2[c:9]3[cH:10][n:11][n:12](-[c:20]4[cH:21][cH:22][cH:23][cH:24][cH:25]4)[c:13]3[cH:14][c:15]([C:17](=[O:19])[NH:34][CH2:33][c:30]3[cH:29][n:28][c:27]([CH3:26])[cH:32][n:31]3)[cH:16]2)[n:6][cH:7]1. The reactants are ClC1=NC=CC(=N1)Cl (2,4-dichloropyrimidine), C(CCC)O (n-butanol), C(CCCCCCCCCCC)N (n-dodecylamine). Run in O (water). Conditions: time 40 hour. Yields the product ClC1=NC=CC(=N1)NCCCCCCCCCCCC (2-chloro-4-(n-dodecylamino)pyrimidine). Isolated yield 54.1%. As a reaction SMILES: [Cl:1][C:2]1[N:7]=[C:6](Cl)[CH:5]=[CH:4][N:3]=1.C(O)CCC.[CH2:14]([NH2:26])[CH2:15][CH2:16][CH2:17][CH2:18][CH2:19][CH2:20][CH2:21][CH2:22][CH2:23][CH2:24][CH3:25]>O>[Cl:1][C:2]1[N:7]=[C:6]([NH:26][CH2:14][CH2:15][CH2:16][CH2:17][CH2:18][CH2:19][CH2:20][CH2:21][CH2:22][CH2:23][CH2:24][CH3:25])[CH:5]=[CH:4][N:3]=1. Reported procedure: To a well-stirred slurry of 2,4-dichloropyrimidine (27.0 g, 0.18 m) and n-butanol (150 ml) is added 150 ml of water followed immediately by n-dodecylamine (67.2 g, 0.36 m). The clear solution obtained after a short time gradually clouds as the product precipitates. After allowing to stir about 40 hours, the mixture is filtered, the semi-dry cake is flushed several times with small portions of water, washed twice with water and finally sucked dry to yield 29.2 g (64%) of 2-chloro-4-(n-dodecylamin... Reactants: O=C([O-])[O-], Cc1ccccc1, OB(O)c1cccc(-c2ccc(Cl)cc2)c1, [K+], [K+], Cc1c(Br)cnc(N)c1C#N. Product: Cc1c(-c2cccc(-c3ccc(Cl)cc3)c2)cnc(N)c1C#N. As a reaction SMILES: [C:28](=[O:29])([O-:30])[O-:31].[CH3:34][c:35]1[cH:36][cH:37][cH:38][cH:39][cH:40]1.[Cl:12][c:13]1[cH:14][cH:15][c:16](-[c:19]2[cH:20][c:21]([B:25]([OH:26])[OH:27])[cH:22][cH:23][cH:24]2)[cH:17][cH:18]1.[K+:32].[K+:33].[NH2:1][c:2]1[n:3][cH:4][c:5]([Br:11])[c:6]([CH3:10])[c:7]1[C:8]#[N:9]>>[NH2:1][c:2]1[n:3][cH:4][c:5](-[c:21]2[cH:20][c:19](-[c:16]3[cH:15][cH:14][c:13]([Cl:12])[cH:18][cH:17]3)[cH:24][cH:23][cH:22]2)[c:6]([CH3:10])[c:7]1[C:8]#[N:9]. The product is FC1=CC=C(C=C1)C1=C(C=CC=C1)CO ((4′-fluorobiphenyl-2-yl)-methanol). Run in COCCOC (DME), CCOC(=O)C (EtOAc), O (water). Conditions: temperature 115 celsius. As a reaction SMILES: [F:1][C:2]1[CH:7]=[CH:6][C:5](B(O)O)=[CH:4][CH:3]=1.Br[C:12]1[CH:19]=[CH:18][CH:17]=[CH:16][C:13]=1[CH2:14][OH:15].C([O-])([O-])=O.[Na+].[Na+]>COCCOC.CCOC(C)=O.O.C1C=CC([P]([Pd]([P](C2C=CC=CC=2)(C2C=CC=CC=2)C2C=CC=CC=2)([P](C2C=CC=CC=2)(C2C=CC=CC=2)C2C=CC=CC=2)[P](C2C=CC=CC=2)(C2C=CC=CC=2)C2C=CC=CC=2)(C2C=CC=CC=2)C2C=CC=CC=2)=CC=1>[F:1][C:2]1[CH:7]=[CH:6][C:5]([C:12]2[CH:19]=[CH:18][CH:17]=[CH:16][C:13]=2[CH2:14][OH:15])=[CH:4][CH:3]=1 |f:2.3.4,^1:42,44,63,82|. The reagents and catalysts are C=1C=CC(=CC1)[P](C=2C=CC=CC2)(C=3C=CC=CC3)[Pd]([P](C=4C=CC=CC4)(C=5C=CC=CC5)C=6C=CC=CC6)([P](C=7C=CC=CC7)(C=8C=CC=CC8)C=9C=CC=CC9)[P](C=1C=CC=CC1)(C=1C=CC=CC1)C=1C=CC=CC1 (Pd(PPh3)4). Procedure details: To a mixture of 4-fluorophenylboronic acid (2.5 g, 13.4 mmol), 2-bromobenzyl alcohol (2.131 g, 20.1 mmol) and Pd(PPh3)4 (0.25 g, 0.216 mmol) in DME (20 mL) is added an aqueous solution of Na2CO3 (11.5 mL, 2.7 M, 31 mmol). The mixture is heated to 115° C. in sealed vessel overnight. The reaction is allowed to cool to room temperature and is diluted with EtOAc and water. The aqueous layer is extracted further with EtOAc (2×). The combined organic layers are washed with water, saturated NH4Cl, brin... Reactants: FC1=CC=C(C=C1)B(O)O (4-fluorophenylboronic acid), BrC1=C(CO)C=CC=C1 (2-bromobenzyl alcohol), C(=O)([O-])[O-].[Na+].[Na+] (Na2CO3). Reactants: C(C)(=O)ON1C(N=C(C=C1N)Cl)=N (1-acetoxy-6-amino-4-chloro-1,2-dihydro-2-iminopyrimidine), N1CCCCC1 (piperidine). Yields the product NC1=CC(=NC(N1O)=N)N1CCCCC1 (6-amino-1,2-dihydro-1-hydroxy-2-imino-4-piperidino-pyrimidine). Isolated yield 86.0%. Reaction SMILES: C([O:4][N:5]1[C:10]([NH2:11])=[CH:9][C:8](Cl)=[N:7][C:6]1=[NH:13])(=O)C.[NH:14]1[CH2:19][CH2:18][CH2:17][CH2:16][CH2:15]1>>[NH2:11][C:10]1[N:5]([OH:4])[C:6](=[NH:13])[N:7]=[C:8]([N:14]2[CH2:19][CH2:18][CH2:17][CH2:16][CH2:15]2)[CH:9]=1. Procedure details: 2.02 g (10 mmoles) of 1-acetoxy-6-amino-4-chloro-1,2-dihydro-2-iminopyrimidine are added to 8 ml of piperidine at room temperature while stirring. The mixture is stirred at room temperature for 2 hours, then piperidine is evaporated under reduced pressure. The residue is taken up in a mixture containing 20 ml of ethanol and 10 ml of 1N aqueous sodium hydroxide solution and refluxed for 30 minutes, then evaporated under reduced pressure. The residue is taken up in 20 ml of water, the crystals are...